Dataset: the Open Reaction Database (ORD), a public repository of structured organic reaction records. Task: describe an organic reaction: reactants, conditions, products, and yield Yields the product CCOc1ccc(-c2nc(-c3ccc(OC4OC(COC(C)=O)C(OC(C)=O)C(OC(C)=O)C4OC(C)=O)cc3)cs2)cc1OCC. As a reaction SMILES: [C:25]([CH3:26])(=[O:27])[O:28][CH:29]1[CH:30]([OH:31])[O:32][CH:33]([CH2:44][O:45][C:46]([CH3:47])=[O:48])[CH:34]([O:40][C:41]([CH3:42])=[O:43])[CH:35]1[O:36][C:37]([CH3:38])=[O:39].[O:68]=[C:69]([O:70][CH2:71][CH3:72])[N:73]=[N:74][C:75]([O:76][CH2:77][CH3:78])=[O:79].[O:80]1[CH2:81][CH2:82][CH2:83][CH2:84]1.[OH:1][c:2]1[cH:3][cH:4][c:5](-[c:8]2[n:9][c:10](-[c:13]3[cH:14][c:15]([O:22][CH2:23][CH3:24])[c:16]([O:19][CH2:20][CH3:21])[cH:17][cH:18]3)[s:11][cH:12]2)[cH:6][cH:7]1.[c:49]1([P:50]([c:51]2[cH:52][cH:53][cH:54][cH:55][cH:56]2)[c:57]2[cH:58][cH:59][cH:60][cH:61][cH:62]2)[cH:63][cH:64][cH:65][cH:66][cH:67]1>>[O:1]([c:2]1[cH:3][cH:4][c:5](-[c:8]2[n:9][c:10](-[c:13]3[cH:14][c:15]([O:22][CH2:23][CH3:24])[c:16]([O:19][CH2:20][CH3:21])[cH:17][cH:18]3)[s:11][cH:12]2)[cH:6][cH:7]1)[CH:30]1[CH:29]([O:28][C:25]([CH3:26])=[O:27])[CH:35]([O:36][C:37]([CH3:38])=[O:39])[CH:34]([O:40][C:41]([CH3:42])=[O:43])[CH:33]([CH2:44][O:45][C:46]([CH3:47])=[O:48])[O:32]1. The reactants are CC(=O)OCC1OC(O)C(OC(C)=O)C(OC(C)=O)C1OC(C)=O, CCOC(=O)N=NC(=O)OCC, C1CCOC1, CCOc1ccc(-c2nc(-c3ccc(O)cc3)cs2)cc1OCC, c1ccc(P(c2ccccc2)c2ccccc2)cc1. Reactants: C(C)N(C(=O)NC=1C(=NN(C1)C1OCCCC1)C1=NC2=C(N1)C=C(C(=C2)F)OCCN2CCCCC2)CC (1,1-diethyl-3-{3-[5-fluoro-6-(2-piperidin-1-ylethoxy)-1H-benzimidazol-2-yl]-1-(tetrahydropyran-2-yl)-1H-pyrazol-4-yl}urea), FC(C(=O)O)(F)F (trifluoroacetic acid), FC(C(=O)O)(F)F (trifluoroacetic acid). The solvent is ClCCl (dichloromethane). Reaction conditions: time 8 hour. Yields the product FC(C(=O)O)(F)F.C(C)N(C(=O)NC=1C(=NNC1)C1=NC2=C(N1)C=C(C(=C2)F)OCCN2CCCCC2)CC (1,1-diethyl-3-{3-[5-fluoro-6-(2-piperidin-1-ylethoxy)-1H-benzimidazol-2-yl]-1H-pyrazol-4-yl}urea trifluoroacetate). Reaction SMILES: [CH2:1]([N:3]([CH2:37][CH3:38])[C:4]([NH:6][C:7]1[C:8]([C:18]2[NH:22][C:21]3[CH:23]=[C:24]([O:28][CH2:29][CH2:30][N:31]4[CH2:36][CH2:35][CH2:34][CH2:33][CH2:32]4)[C:25]([F:27])=[CH:26][C:20]=3[N:19]=2)=[N:9][N:10](C2CCCCO2)[CH:11]=1)=[O:5])[CH3:2].[F:39][C:40]([F:45])([F:44])[C:41]([OH:43])=[O:42]>ClCCl>[F:39][C:40]([F:45])([F:44])[C:41]([OH:43])=[O:42].[CH2:37]([N:3]([CH2:1][CH3:2])[C:4]([NH:6][C:7]1[C:8]([C:18]2[NH:22][C:21]3[CH:23]=[C:24]([O:28][CH2:29][CH2:30][N:31]4[CH2:36][CH2:35][CH2:34][CH2:33][CH2:32]4)[C:25]([F:27])=[CH:26][C:20]=3[N:19]=2)=[N:9][NH:10][CH:11]=1)=[O:5])[CH3:38] |f:3.4|. Reported procedure: A solution of 38 mg of 1,1-diethyl-3-{3-[5-fluoro-6-(2-piperidin-1-ylethoxy)-1H-benzimidazol-2-yl]-1-(tetrahydropyran-2-yl)-1H-pyrazol-4-yl}urea is solubilized in 2 mL of dichloromethane and then 500 μl of trifluoroacetic acid are added. The reaction medium is stirred at ambient temperature overnight. The solvent is evaporated off under vacuum in a rotary evaporator and the crude is reacted again in 500 μL of dichloromethane and 500 μL of trifluoroacetic acid at ambient temperature for one hour.... Reactants: FC(S(=O)(=O)NC1=CC(=CC=C1)CC1=C(OC2=CC=C(C=C2C1=O)O)C)(F)F (C,C,C-Trifluoro-N-[3-(6-hydroxy-2-methyl-4-oxo-4H-chromen-3-yl-methyl)phenyl]methanesulfonamide), C([O-])([O-])=O.[K+].[K+] (potassium carbonate), Cl (HCl), ClCC=1SC2=C(N1)C=C(C=C2)F (2-(chloromethyl)-5-fluorobenzothiazole). As a reaction SMILES: [F:1][C:2]([F:28])([F:27])[S:3]([NH:6][C:7]1[CH:12]=[CH:11][CH:10]=[C:9]([CH2:13][C:14]2[C:23](=[O:24])[C:22]3[C:17](=[CH:18][CH:19]=[C:20]([OH:25])[CH:21]=3)[O:16][C:15]=2[CH3:26])[CH:8]=1)(=[O:5])=[O:4].C(=O)([O-])[O-].[K+].[K+].Cl[CH2:36][C:37]1[S:38][C:39]2[CH:45]=[CH:44][C:43]([F:46])=[CH:42][C:40]=2[N:41]=1.Cl>CN(C)C=O.CCOCC.O>[F:28][C:2]([F:27])([F:1])[S:3]([NH:6][C:7]1[CH:12]=[CH:11][CH:10]=[C:9]([CH2:13][C:14]2[C:23](=[O:24])[C:22]3[C:17](=[CH:18][CH:19]=[C:20]([O:25][CH2:36][C:37]4[S:38][C:39]5[CH:45]=[CH:44][C:43]([F:46])=[CH:42][C:40]=5[N:41]=4)[CH:21]=3)[O:16][C:15]=2[CH3:26])[CH:8]=1)(=[O:4])=[O:5] |f:1.2.3|. Reported procedure: To a stirred solution of 1.8 g (4.4 mmole) of the product from Example 126 in 50 mL dimethylformamide was added 2.4 g (17.4 mmole) potassium carbonate. The mixture was stirred at room temperature for 1 hour then 1.2 g (5.72 mmole) 2-(chloromethyl)-5-fluorobenzothiazole was added. The mixture was stirred for 18 hours, poured into water, acidified to ph 1-4 with 1N HCl, and extracted with ethyl acetate. The ethyl acetate extract was washed with water and brine and then dried (MgSO4), and concentra... The solvent is CCOCC (ether), CN(C=O)C (dimethylformamide), O (water). Run at time 1 hour. Yield: 96.2%. Product: FC(S(=O)(=O)NC1=CC(=CC=C1)CC1=C(OC2=CC=C(C=C2C1=O)OCC=1SC2=C(N1)C=C(C=C2)F)C)(F)F (C,C,C-Trifluoro-N-{3-[6-(5-fluorobenzothiazol-2-ylmethoxy)-2-methyl-4-oxo-4H-chromen-3-ylmethyl]phenyl}methanesulfonamide). Reactants: Nc1ncc(Br)nc1Br, CCO, CCN(C(C)C)C(C)C, NCc1cccc([N+](=O)[O-])c1. Yields the product Nc1ncc(Br)nc1NCc1cccc([N+](=O)[O-])c1. As a reaction SMILES: [Br:1][c:2]1[c:3]([NH2:9])[n:4][cH:5][c:6]([Br:8])[n:7]1.[CH3:30][CH2:31][OH:32].[CH:10]([N:11]([CH:12]([CH3:13])[CH3:14])[CH2:15][CH3:16])([CH3:17])[CH3:18].[N+:19](=[O:20])([O-:21])[c:22]1[cH:23][c:24]([CH2:25][NH2:26])[cH:27][cH:28][cH:29]1>>[c:2]1([NH:26][CH2:25][c:24]2[cH:23][c:22]([N+:19](=[O:20])[O-:21])[cH:29][cH:28][cH:27]2)[c:3]([NH2:9])[n:4][cH:5][c:6]([Br:8])[n:7]1. Procedure: In an manner analogous to that described in step 5 for Example 10, (±)-cis-7-methoxy-4-(4-(2-piperidinoethoxy)phenyl)-3-(4-(trifluoromethyl)phenyl)chromane (0.512 g, 1.0 mmol) was de-methylated by heating with pyridine hydrochloride to give the title compound as an off-white solid. The reactants are COC1=CC=C2[C@@H]([C@@H](COC2=C1)C1=CC=C(C=C1)C(F)(F)F)C1=CC=C(C=C1)OCCN1CCCCC1 ((±)-cis-7-methoxy-4-(4-(2-piperidinoethoxy)phenyl)-3-(4-(trifluoromethyl)phenyl)chromane), Cl.N1=CC=CC=C1 (pyridine hydrochloride). Reaction SMILES: C[O:2][C:3]1[CH:12]=[C:11]2[C:6]([C@H:7]([C:23]3[CH:28]=[CH:27][C:26]([O:29][CH2:30][CH2:31][N:32]4[CH2:37][CH2:36][CH2:35][CH2:34][CH2:33]4)=[CH:25][CH:24]=3)[C@H:8]([C:13]3[CH:18]=[CH:17][C:16]([C:19]([F:22])([F:21])[F:20])=[CH:15][CH:14]=3)[CH2:9][O:10]2)=[CH:5][CH:4]=1.Cl.N1C=CC=CC=1>>[OH:2][C:3]1[CH:12]=[C:11]2[C:6]([C@H:7]([C:23]3[CH:28]=[CH:27][C:26]([O:29][CH2:30][CH2:31][N:32]4[CH2:33][CH2:34][CH2:35][CH2:36][CH2:37]4)=[CH:25][CH:24]=3)[C@H:8]([C:13]3[CH:14]=[CH:15][C:16]([C:19]([F:20])([F:21])[F:22])=[CH:17][CH:18]=3)[CH2:9][O:10]2)=[CH:5][CH:4]=1 |f:1.2|. The product is OC1=CC=C2[C@@H]([C@@H](COC2=C1)C1=CC=C(C=C1)C(F)(F)F)C1=CC=C(C=C1)OCCN1CCCCC1 ((±)-cis-7-Hydroxy-4-(4-(2-piperidinoethoxy)phenyl)-3-(4-(trifluoromethyl)phenyl)-chromane). The reactants are solution, CC(=O)OCC1=C(N2[C@@H]([C@@H](C2=O)NC(=O)CCC[C@H](C(=O)O)N)SC1)C(=O)O (cephalosporin C), N1=CC=CC2=CC=CC=C12 (quinoline). The solvent is [Cl-].[Na+] (sodium chloride). The product is C1=NC=CC2=CC=CC=C12 (isoquinoline). RXN SMILES: CC(OCC1CS[C@@H]2[C@H](NC(CCC[C@@H](N)C(O)=O)=O)C(=O)N2C=1C(O)=O)=O.[N:29]1[C:38]2[C:33](=[CH:34][CH:35]=[CH:36][CH:37]=2)[CH:32]=[CH:31][CH:30]=1>[Cl-].[Na+]>[CH:38]1[C:33]2[C:32](=[CH:37][CH:36]=[CH:35][CH:34]=2)[CH:31]=[CH:30][N:29]=1 |f:2.3|. Procedure: 15 ml of the remaining reaction solution were diluted with 5% sodium chloride solution to make 30 ml (corresponds to 0.5% solution calculated as cephalosporin C). After adding 0.22 ml of quinoline to the solution, the mixture was adjusted to pH 3.0 and stirred at 5 - 10° C. Very soon crystals are separated out. The crystals were collected after an hour, washed with ice-water and with ethyl acetate and dried in vacuo. 226 mg of isoquinoline adduct of N-methylthioacetyl-cephalosporin C having 97% ... Starting materials: saturated solution, [Cl-].[K+] (KCl), isomeric mixture, ClC1=CC2=C(C=N1)N=CN2C2=CC(=C(S2)C(=O)OC)O (methyl 5-(6-chloro-1H-imidazo[4,5-c]pyridin-1-yl)-3-hydroxythiophene-2-carboxylate), ClC1=CC2=C(C=N1)N(C=N2)C2=CC(=C(S2)C(=O)OC)O (methyl 5-(6-chloro-3H-imidazo[4,5-c]pyridin-3-yl)-3-hydroxythiophene-2-carboxylate), C(=O)([O-])[O-].[K+].[K+] (K2CO3), BrCC1=C(C=CC=C1)C(F)(F)F (1-(bromomethyl)-2-(trifluoromethyl)benzene), ice water. Solvent: CN(C=O)C (N,N-dimethylformamide). Conditions: time 12 hour. The product is ClC1=CC2=C(C=N1)N(C=N2)C2=CC(=C(S2)C(=O)OC)OCC2=C(C=CC=C2)C(F)(F)F (Methyl 5-(6-chloro-3H-imidazo[4,5-c]pyridin-3-yl)-3-{[2-(trifluoromethyl)benzyl]oxy}thiophene-2-carboxylate). As a reaction SMILES: ClC1N=CC2N=CN(C3SC(C(OC)=O)=C(O)C=3)C=2C=1.[Cl:21][C:22]1[N:27]=[CH:26][C:25]2[N:28]([C:31]3[S:35][C:34]([C:36]([O:38][CH3:39])=[O:37])=[C:33]([OH:40])[CH:32]=3)[CH:29]=[N:30][C:24]=2[CH:23]=1.C([O-])([O-])=O.[K+].[K+].Br[CH2:48][C:49]1[CH:54]=[CH:53][CH:52]=[CH:51][C:50]=1[C:55]([F:58])([F:57])[F:56].[Cl-].[K+]>CN(C)C=O>[Cl:21][C:22]1[N:27]=[CH:26][C:25]2[N:28]([C:31]3[S:35][C:34]([C:36]([O:38][CH3:39])=[O:37])=[C:33]([O:40][CH2:48][C:49]4[CH:54]=[CH:53][CH:52]=[CH:51][C:50]=4[C:55]([F:56])([F:57])[F:58])[CH:32]=3)[CH:29]=[N:30][C:24]=2[CH:23]=1 |f:2.3.4,6.7|. Procedure details: To a solution of 557 mg of an isomeric mixture of methyl 5-(6-chloro-1H-imidazo[4,5-c]pyridin-1-yl)-3-hydroxythiophene-2-carboxylate and methyl 5-(6-chloro-3H-imidazo[4,5-c]pyridin-3-yl)-3-hydroxythiophene-2-carboxylate (example C2) in 25 ml anhydrous N,N-dimethylformamide were added 248 mg K2CO3 and 428 mg 1-(bromomethyl)-2-(trifluoromethyl)benzene under a nitrogen atmosphere. The reaction mixture was stirred for 12 h at room temperature, poured into 500 ml of ice water, then 40 ml of a saturat... Reactants: C1(=CC=CC=C1)CC(C#N)C1=CC=C2CCNCC2=C1 (3-phenyl-2-(1,2,3,4-tetrahydroisoquinolin-7-yl)propanenitrile), CN1C=NC(=C1)S(=O)(=O)Cl (1-methyl-1H-imidazole-4-sulfonyl chloride), CN1C=NC(=C1)S(=O)(=O)Cl (1-methyl-1H-imidazole-4-sulfonyl chloride). The reagents and catalysts are CN(C)C=1C=CN=CC1 (DMAP). Run in C(Cl)Cl (CH2Cl2), C(Cl)Cl (CH2Cl2). Conditions: time 3 hour. The product is CN1C=NC(=C1)S(=O)(=O)N1CC2=CC(=CC=C2CC1)C(C#N)CC1=CC=CC=C1 (2-(2-(1-Methyl-1H-imidazol-4-ylsulfonyl)-1,2,3,4-tetrahydroisoquinolin-7-yl)-3-phenylpropanenitrile). Isolated yield 96.6%. Reaction SMILES: [C:1]1([CH2:7][CH:8]([C:11]2[CH:20]=[C:19]3[C:14]([CH2:15][CH2:16][NH:17][CH2:18]3)=[CH:13][CH:12]=2)[C:9]#[N:10])[CH:6]=[CH:5][CH:4]=[CH:3][CH:2]=1.[CH3:21][N:22]1[CH:26]=[C:25]([S:27](Cl)(=[O:29])=[O:28])[N:24]=[CH:23]1>C(Cl)Cl.CN(C1C=CN=CC=1)C>[CH3:21][N:22]1[CH:26]=[C:25]([S:27]([N:17]2[CH2:16][CH2:15][C:14]3[C:19](=[CH:20][C:11]([CH:8]([CH2:7][C:1]4[CH:6]=[CH:5][CH:4]=[CH:3][CH:2]=4)[C:9]#[N:10])=[CH:12][CH:13]=3)[CH2:18]2)(=[O:29])=[O:28])[N:24]=[CH:23]1. Reported procedure: To a solution of 0.135 mmol 3-phenyl-2-(1,2,3,4-tetrahydroisoquinolin-7-yl)propanenitrile in 2 ml CH2Cl2 were added 0.203 mmol DMAP and 0.162 mmol 1-methyl-1H-imidazole-4-sulfonyl chloride. The mixture was stirred at room temperature for 3 h. Additional 0.162 mmol 1-methyl-1H-imidazole-4-sulfonyl chloride were added and the mixture was stirred for 3 d. The mixture was diluted with CH2Cl2 and washed with 1N HCl, saturated NaHCO3 and H2O. The combined aqueous layers were extracted with CH2Cl2. The...